From a dataset of the Open Reaction Database (ORD), a public repository of structured organic reaction records. describe an organic reaction: reactants, conditions, products, and yield Starting materials: COC=1C=C(C(=CC1)NC)N (4-methoxy-N1-methyl-benzene-1,2-diamine), BrC=1C=C(C=NC1)C=O (5-bromo-pyridine-3-carbaldehyde), OOS(=O)[O-].[K+] (OXONE), monopersulphate, C(=O)([O-])[O-].[K+].[K+] (K2CO3). The solvent is CN(C)C=O (DMF), O (H2O). Run at time 3 hour. The product is BrC=1C=C(C=NC1)C1=NC2=C(N1C)C=CC(=C2)OC (2-(5-bromo-pyridin-3-yl)-5-methoxy-1-methyl-1H-benzoimidazole). RXN SMILES: [CH3:1][O:2][C:3]1[CH:4]=[C:5]([NH2:11])[C:6]([NH:9][CH3:10])=[CH:7][CH:8]=1.[Br:12][C:13]1[CH:14]=[C:15]([CH:19]=O)[CH:16]=[N:17][CH:18]=1.OOS([O-])=O.[K+].C([O-])([O-])=O.[K+].[K+]>CN(C=O)C.O>[Br:12][C:13]1[CH:14]=[C:15]([C:19]2[N:9]([CH3:10])[C:6]3[CH:7]=[CH:8][C:3]([O:2][CH3:1])=[CH:4][C:5]=3[N:11]=2)[CH:16]=[N:17][CH:18]=1 |f:2.3,4.5.6|. Procedure: To a solution of 4-methoxy-N1-methyl-benzene-1,2-diamine (34; 0.5 g, 0.00328 mol) and 5-bromo-pyridine-3-carbaldehyde (0.61 g, 0.00328 mol) in DMF (10 ml) and H2O (4 ml) was added OXONE® monopersulphate (2.42 g, 0.00394 mol). Reaction mass was stirred at room temperature for 3 h. The reaction mixture was basified with 10% K2CO3 solution to pH˜8-10 and extracted with EtOAc (3×20 ml). The combined organic layers were washed with brine dried over Na2SO4 and concentrated under vacuum to afford the c... Starting materials: CCCCOc1ccc(N)cc1, Cc1cc(Nc2cc3ccccc3c(Cl)n2)n[nH]1. Yields the product CCCCOc1ccc(Nc2nc(Nc3cc(C)[nH]n3)cc3ccccc23)cc1. Reaction SMILES: [CH2:19]([CH2:20][CH2:21][CH3:22])[O:23][c:24]1[cH:25][cH:26][c:27]([NH2:30])[cH:28][cH:29]1.[Cl:1][c:2]1[n:3][c:4]([NH:12][c:13]2[n:14][nH:15][c:16]([CH3:18])[cH:17]2)[cH:5][c:6]2[cH:7][cH:8][cH:9][cH:10][c:11]12>>[c:2]1([NH:30][c:27]2[cH:26][cH:25][c:24]([O:23][CH2:19][CH2:20][CH2:21][CH3:22])[cH:29][cH:28]2)[n:3][c:4]([NH:12][c:13]2[n:14][nH:15][c:16]([CH3:18])[cH:17]2)[cH:5][c:6]2[cH:7][cH:8][cH:9][cH:10][c:11]12. The reactants are solid, C(CCCC)C1=C(NC2=CC=CC=C12)C=1C=C2C=CC(=CC2=CC1)OCC#N ({[6-(3-pentyl-1H-indol-2-yl)-2-naphthyl]oxy}acetonitrile), CI (MeI). Product: CN1C(=C(C2=CC=CC=C12)CCCCC)C=1C=C2C=CC(=CC2=CC1)OCC#N ({[6-(1-Methyl-3-pentyl-1H-indol-2-yl)-2-naphthyl]oxy}acetonitrile). As a reaction SMILES: [CH2:1]([C:6]1[C:14]2[C:9](=[CH:10][CH:11]=[CH:12][CH:13]=2)[NH:8][C:7]=1[C:15]1[CH:16]=[C:17]2[C:22](=[CH:23][CH:24]=1)[CH:21]=[C:20]([O:25][CH2:26][C:27]#[N:28])[CH:19]=[CH:18]2)[CH2:2][CH2:3][CH2:4][CH3:5].[CH3:29]I>>[CH3:29][N:8]1[C:9]2[C:14](=[CH:13][CH:12]=[CH:11][CH:10]=2)[C:6]([CH2:1][CH2:2][CH2:3][CH2:4][CH3:5])=[C:7]1[C:15]1[CH:16]=[C:17]2[C:22](=[CH:23][CH:24]=1)[CH:21]=[C:20]([O:25][CH2:26][C:27]#[N:28])[CH:19]=[CH:18]2. Procedure: The title compound was prepared as a solid (0.412 g, 83%) from {[6-(3-pentyl-1H-indol-2-yl)-2-naphthyl]oxy}acetonitrile using MeI and the procedure from step 4 of Example 2; 1H NMR (DMSO-d6) δ 0.74 (t, J=7.5 Hz, 3H), 1.07-1.27 (m, 4H), 1.47-1.65 (m, 2H), 2.68 (t, J=8.3 Hz, 2H), 3.59 (s, 3H), 5.34 (s, 2H), 7.08 (t, J=8.3 Hz, 1H), 7.19 (t, J=8.3 Hz, 1H), 7.34 (dd, J=1.5, 9.0 Hz, 1H), 7.48 (d, J=9.0 Hz, 1H), 7.53-7.66 (m, 3H), 7.92-8.08 (m, 3H); mass spectrum [(+) ESI], m/z 383 (M+H)+.